describe an organic reaction: reactants, conditions, products, and yield From a dataset of the Open Reaction Database (ORD), a public repository of structured organic reaction records. Reactants: NC=1C=C(C=CC1)C1=C2/C(/C(NC2=CC=C1)=O)=C/C=1NC=CC1 ((Z)-4-(3-aminophenyl)-1,3-dihydro-3-[(1H-pyrrol-2-yl)methylene]-2H-indol-2-one), S1C(=CC=C1)S(=O)(=O)Cl (2-thiophenesulfonyl chloride). Run in N1=CC=CC=C1 (pyridine). Conditions: time 30 minute. Yields the product O=C\1NC2=CC=CC(=C2/C1=C/C=1NC=CC1)C=1C=C(C=CC1)NS(=O)(=O)C=1SC=CC1 ((Z)-N-[3-[2,3-Dihydro-2-oxo-3-[(1H-pyrrol-2-yl)methylene]-1H-indol-4-yl]phenyl]-2-thiophenesulfonamide). As a reaction SMILES: [NH2:1][C:2]1[CH:3]=[C:4]([C:8]2[CH:16]=[CH:15][CH:14]=[C:13]3[C:9]=2/[C:10](=[CH:18]/[C:19]2[NH:20][CH:21]=[CH:22][CH:23]=2)/[C:11](=[O:17])[NH:12]3)[CH:5]=[CH:6][CH:7]=1.[S:24]1[CH:28]=[CH:27][CH:26]=[C:25]1[S:29](Cl)(=[O:31])=[O:30]>N1C=CC=CC=1>[O:17]=[C:11]1[NH:12][C:13]2[C:9](/[C:10]/1=[CH:18]/[C:19]1[NH:20][CH:21]=[CH:22][CH:23]=1)=[C:8]([C:4]1[CH:3]=[C:2]([NH:1][S:29]([C:25]3[S:24][CH:28]=[CH:27][CH:26]=3)(=[O:31])=[O:30])[CH:7]=[CH:6][CH:5]=1)[CH:16]=[CH:15][CH:14]=2. Procedure: A suspension of (Z)-4-(3-aminophenyl)-1,3-dihydro-3-[(1H-pyrrol-2-yl)methylene]-2H-indol-2-one (27 mg, 0.090 mmol) (from Example 4 supra) in 1.5 mL of pyridine (Fisher Scientific) was treated dropwise with 2-thiophenesulfonyl chloride (19 mg, 0.104) (Aldrich). The reaction mixture was stirred at room temperature for 30 min and then directly purified by flash chromatography (Merck Silica gel 60, 230-400 mesh, 20% ethyl acetate-hexanes then 40% ethyl acetate-hexanes elution) to provide a crude yel... Procedure details: A mixture of 4-methoxybenzyl amine (3 g, 21.9 mmol) and 3-oxo-butyric acid methyl ester (2.83 mL, 26.2 mmol) in MeOH (80 mL) was refluxed for 2 h. Propynoic acid methyl ester (2.92 mL, 32.8 mmol) was added, and the resulting mixture was refluxed for 48 h. After cooling to r.t., the solvent was evaporated, and the crude residue was recrystallized from MeOH to give 5 g of the title compound as a yellow solid. 1H NMR (CDCl3, 200 MHz): δ=10.87 (br s, 1H), 7.76 (d, 1H, J=15.4 Hz), 7.18 (d, 2H, J=8.8 ... Reaction SMILES: [CH3:1][O:2][C:3]1[CH:10]=[CH:9][C:6]([CH2:7][NH2:8])=[CH:5][CH:4]=1.[CH3:11][O:12][C:13](=[O:18])[CH2:14][C:15](=O)[CH3:16].[CH3:19][O:20][C:21](=[O:24])[C:22]#[CH:23]>CO>[CH3:19][O:20][C:21](=[O:24])[CH:22]=[CH:23][C:14](=[C:15]([NH:8][CH2:7][C:6]1[CH:9]=[CH:10][C:3]([O:2][CH3:1])=[CH:4][CH:5]=1)[CH3:16])[C:13]([O:12][CH3:11])=[O:18]. Starting materials: COC1=CC=C(CN)C=C1 (4-methoxybenzyl amine), COC(CC(C)=O)=O (3-oxo-butyric acid methyl ester), COC(C#C)=O (Propynoic acid methyl ester). Solvent: CO (MeOH). The product is COC(C=CC(C(=O)OC)=C(C)NCC1=CC=C(C=C1)OC)=O (4-[1-(4-Methoxy-benzylamino)-ethylidene]-pent-2-enedioic acid dimethyl ester). Yield: 71.5%. The reactants are BrC1=CC2=C(SC3=C(C(C2)O)C=CC=C3)C=C1 (2-bromo- 10,11-dihydro-dibenzo[b,f]thiepin-10-ol), [Cl-].[Ca+2].[Cl-] (calcium chloride), Cl (hydrochloric acid). Run in C1=CC=CC=C1 (benzene). Reaction conditions: time 3 hour. Product: BrC1=CC2=C(SC3=C(C(C2)Cl)C=CC=C3)C=C1 (2-bromo-10-chloro- 10,11-dihydro-dibenzo[b,f]thiepin). RXN SMILES: [Br:1][C:2]1[CH:17]=[CH:16][C:5]2[S:6][C:7]3[CH:15]=[CH:14][CH:13]=[CH:12][C:8]=3[CH:9](O)[CH2:10][C:4]=2[CH:3]=1.[Cl-:18].[Ca+2].[Cl-].Cl>C1C=CC=CC=1>[Br:1][C:2]1[CH:17]=[CH:16][C:5]2[S:6][C:7]3[CH:15]=[CH:14][CH:13]=[CH:12][C:8]=3[CH:9]([Cl:18])[CH2:10][C:4]=2[CH:3]=1 |f:1.2.3|. Procedure: 49.9 g of 2-bromo- 10,11-dihydro-dibenzo[b,f]thiepin-10-ol, 250 ml of benzene and 18 g of finely powdered calcium chloride are saturated with hydrochloric acid gas at 15° C and then stirred for a further 3 hours at room temperature. The precipitate is filtered off and washed with benzene. The filtrate is concentrated under reduced pressure. There is obtained 2-bromo-10-chloro- 10,11-dihydro-dibenzo[b,f]thiepin of melting point 122.5°-124° C. Reactants: [Li]CCCC, CC(C)C[Al+]CC(C)C, CC(C)C[Al+]CC(C)C, COc1ccc(-c2ccsc2-c2ccc(OC)cc2)cc1, C[Si](C)(Cl)Cl, CN(C)CCN(C)C, CN(C)CCN(C)C, CCCCCC, CCOCC, Cc1ccccc1, [H-], [H-]. Yields the product COc1ccc(-c2cc([SiH](C)C)sc2-c2ccc(OC)cc2)cc1. RXN SMILES: [CH2:22]([Li:23])[CH2:24][CH2:25][CH3:26].[CH2:41]([Al+:42][CH2:43][CH:44]([CH3:45])[CH3:46])[CH:47]([CH3:48])[CH3:49].[CH2:59]([Al+:60][CH2:61][CH:62]([CH3:63])[CH3:64])[CH:65]([CH3:66])[CH3:67].[CH3:1][O:2][c:3]1[cH:4][cH:5][c:6](-[c:9]2[s:10][cH:11][cH:12][c:13]2-[c:14]2[cH:15][cH:16][c:17]([O:20][CH3:21])[cH:18][cH:19]2)[cH:7][cH:8]1.[CH3:27][Si:28]([Cl:29])([Cl:30])[CH3:31].[CH3:32][N:33]([CH3:34])[CH2:35][CH2:36][N:37]([CH3:38])[CH3:39].[CH3:50][N:51]([CH3:52])[CH2:53][CH2:54][N:55]([CH3:56])[CH3:57].[CH3:68][CH2:69][CH2:70][CH2:71][CH2:72][CH3:73].[CH3:74][CH2:75][O:76][CH2:77][CH3:78].[CH3:79][c:80]1[cH:81][cH:82][cH:83][cH:84][cH:85]1.[H-:40].[H-:58]>>[CH3:1][O:2][c:3]1[cH:4][cH:5][c:6](-[c:9]2[s:10][c:11]([SiH:28]([CH3:27])[CH3:31])[cH:12][c:13]2-[c:14]2[cH:15][cH:16][c:17]([O:20][CH3:21])[cH:18][cH:19]2)[cH:7][cH:8]1. Reactants: C(#N)C=1C=C(C=CC1OC(C)C)C(=O)NNC(C1=C(C=C(C=C1)Br)C)=O (N′-(3-Cyano-4-isopropyloxyphenylcarbonyl)-4-bromo-2-methylbenzhydrazide), xylenes, P(=O)(Cl)(Cl)Cl (phosphorus oxychloride). Solvent: ice water. The product is C(#N)C=1C=C(C=CC1OC(C)C)C=1OC(=NN1)C1=C(C=C(C=C1)Br)C (2-(3-Cyano-4-isopropyloxyphenyl)-5-(4-bromo-2-methylphenyl)-1,3,4-oxadiazole). Yield: 86.8%. RXN SMILES: [C:1]([C:3]1[CH:4]=[C:5]([C:13]([NH:15][NH:16][C:17](=O)[C:18]2[CH:23]=[CH:22][C:21]([Br:24])=[CH:20][C:19]=2[CH3:25])=[O:14])[CH:6]=[CH:7][C:8]=1[O:9][CH:10]([CH3:12])[CH3:11])#[N:2].P(Cl)(Cl)(Cl)=O>>[C:1]([C:3]1[CH:4]=[C:5]([C:13]2[O:14][C:17]([C:18]3[CH:23]=[CH:22][C:21]([Br:24])=[CH:20][C:19]=3[CH3:25])=[N:16][N:15]=2)[CH:6]=[CH:7][C:8]=1[O:9][CH:10]([CH3:11])[CH3:12])#[N:2]. Procedure details: In an oven-dried round bottom flask 145 mg (0.35 mmol) of N′-(3-cyano-4-isopropyloxyphenylcarbonyl)-4-bromo-2-methylbenzhydrazide (from EXAMPLE 87, Step A) was combined with 10 mL of anhydrous xylenes and 5 mL of phosphorus oxychloride and the heterogeneous reaction mixture was heated to reflux for 6 h. The resulting homogeneous mixture was cooled down to rt and combined with 200 mL of ice-water, neutralized to pH>10 and extracted with EtOAc (2×150 mL). The combined organic layers were dried wit... Starting materials: O=C([O-])[O-], CCC(=O)N(c1ccccc1)C1(c2nnc(CC)o2)CCNCC1, BrCCc1ccccc1, CC#N, [I-], [Na+], [Na+], [Na+]. Yields the product CCC(=O)N(c1ccccc1)C1(c2nnc(CC)o2)CCN(CCc2ccccc2)CC1. As a reaction SMILES: [C:36](=[O:37])([O-:38])[O-:39].[CH2:1]([CH3:2])[c:3]1[n:4][n:5][c:6]([C:8]2([N:14]([C:15]([CH2:16][CH3:17])=[O:18])[c:19]3[cH:20][cH:21][cH:22][cH:23][cH:24]3)[CH2:9][CH2:10][NH:11][CH2:12][CH2:13]2)[o:7]1.[CH2:25]([CH2:26][c:27]1[cH:28][cH:29][cH:30][cH:31][cH:32]1)[Br:33].[CH3:42][C:43]#[N:44].[I-:34].[Na+:35].[Na+:40].[Na+:41]>>[CH2:1]([CH3:2])[c:3]1[n:4][n:5][c:6]([C:8]2([N:14]([C:15]([CH2:16][CH3:17])=[O:18])[c:19]3[cH:20][cH:21][cH:22][cH:23][cH:24]3)[CH2:9][CH2:10][N:11]([CH2:25][CH2:26][c:27]3[cH:28][cH:29][cH:30][cH:31][cH:32]3)[CH2:12][CH2:13]2)[o:7]1. Starting materials: Oc1ccc(Br)cc1, O=C([O-])[O-], CC(C)CBr, CC(C)=O, [K+], [K+], O. Yields the product CC(C)COc1ccc(Br)cc1. Reaction SMILES: [Br:1][c:2]1[cH:3][cH:4][c:5]([OH:8])[cH:6][cH:7]1.[C:9](=[O:10])([O-:11])[O-:12].[CH2:15]([CH:16]([CH3:17])[CH3:18])[Br:19].[CH3:20][C:21](=[O:22])[CH3:23].[K+:13].[K+:14].[OH2:24]>>[Br:1][c:2]1[cH:3][cH:4][c:5]([O:8][CH2:15][CH:16]([CH3:17])[CH3:18])[cH:6][cH:7]1.